This data is from the Open Reaction Database (ORD), a public repository of structured organic reaction records. The task is: describe an organic reaction: reactants, conditions, products, and yield The reactants are Cc1cn(C)c2c1Nc1ccccc1NC2=O, CCOC(=O)Cl, O=C(O)CN1CCCC1, [Na+], C1CCOC1, [OH-]. Yields the product Cc1cn(C)c2c1N(C(=O)CN1CCCC1)c1ccccc1NC2=O. As a reaction SMILES: [CH3:16][n:17]1[cH:18][c:19]([CH3:32])[c:20]2[c:26]1[C:25](=[O:27])[NH:24][c:23]1[c:22]([cH:31][cH:30][cH:29][cH:28]1)[NH:21]2.[Cl:1][C:2]([O:3][CH2:4][CH3:5])=[O:6].[N:7]1([CH2:12][C:13](=[O:14])[OH:15])[CH2:8][CH2:9][CH2:10][CH2:11]1.[Na+:34].[O:35]1[CH2:36][CH2:37][CH2:38][CH2:39]1.[OH-:33]>>[N:7]1([CH2:12][C:13](=[O:15])[N:21]2[c:20]3[c:19]([CH3:32])[cH:18][n:17]([CH3:16])[c:26]3[C:25](=[O:27])[NH:24][c:23]3[c:22]2[cH:31][cH:30][cH:29][cH:28]3)[CH2:8][CH2:9][CH2:10][CH2:11]1. Starting materials: CC1=NNC(=C1)C(C(=O)OCC)C (Ethyl 2-(3-methyl-1H-pyrazol-5-yl)propanoate), O (water), [OH-].[Na+] (sodium hydroxide). The solvent is CO (methanol). Run at time 2.5 hour. The product is CC1=NNC(=C1)C(C(=O)O)C (2-(3-Methyl-1H-pyrazol-5-yl)propanoic acid). Yield: 76.3%. As a reaction SMILES: [CH3:1][C:2]1[CH:6]=[C:5]([CH:7]([CH3:13])[C:8]([O:10]CC)=[O:9])[NH:4][N:3]=1.O.[OH-].[Na+]>CO>[CH3:1][C:2]1[CH:6]=[C:5]([CH:7]([CH3:13])[C:8]([OH:10])=[O:9])[NH:4][N:3]=1 |f:2.3|. Procedure: To a solution of 1.24 g (6.8 mmol) of ethyl 2-(3-methyl-1H-pyrazol-5-yl)propanoate from step B above in 20 mL of methanol and 5 mL of water was added 1.5 mL (7.5 mmol) of an aqueous 5.0 M sodium hydroxide solution. The resulting mixture was stirred at ambient temperature for 2.5 h and then evaporated in vacuo to remove the methanol. The aqueous phase was extracted with ethyl acetate (2×75 mL) then acidified with a 2 N hydrochloric acid solution until a pH of 4 was achieved. The aqueous solution ... Product: C(C=C)OC1=CC=C(C=C1)[C@H]1[C@@H](C1)C(=O)O ((trans)-2-[4-(allyloxy)phenyl]cyclopropanecarboxylic acid). Run in CO (methanol), C1CCOC1 (THF). Conditions: time 18 hour. Procedure details: NaOH (6 N aqueous solution, 10 mL) was added to a solution of (trans)-ethyl 2-(4-(allyloxy)phenyl)cyclopropanecarboxylate (Intermediate F, 11.15 g, 45.27 mmol) in methanol (30 mL) and THF (25 mL) and stirred at room temperature for 18 h. After removal of the solvent, the residue was dissolved in CH2Cl2 (200 mL), acidified with HCl (10% aqueous solution, 30 mL), and washed with brine (2×200 mL). The organic layer was dried over anhydrous Na2SO4 and filtered. Removal of the solvent afforded 9.13 o... The reactants are [OH-].[Na+] (NaOH), C(C=C)OC1=CC=C(C=C1)[C@H]1[C@@H](C1)C(=O)OCC ((trans)-ethyl 2-(4-(allyloxy)phenyl)cyclopropanecarboxylate), C(C=C)OC1=CC=C(C=C1)[C@H]1[C@@H](C1)C(=O)OCC ((trans)-ethyl 2-(4-(allyloxy)phenyl)cyclopropanecarboxylate). Reaction SMILES: [OH-].[Na+].[CH2:3]([O:6][C:7]1[CH:12]=[CH:11][C:10]([C@@H:13]2[CH2:15][C@H:14]2[C:16]([O:18]CC)=[O:17])=[CH:9][CH:8]=1)[CH:4]=[CH2:5]>CO.C1COCC1>[CH2:3]([O:6][C:7]1[CH:12]=[CH:11][C:10]([C@@H:13]2[CH2:15][C@H:14]2[C:16]([OH:18])=[O:17])=[CH:9][CH:8]=1)[CH:4]=[CH2:5] |f:0.1|. Isolated yield 92.0%. Reactants: ( d ), C(C1=CC=CC=C1)(=O)Cl (benzoyl chloride), OCC(C)(C)S(=O)(=O)CC(C(=O)OCC1=CC=CC=C1)CC1=CC=CC=C1 (benzyl rac-α-[[(2-hydroxy-1,1-dimethylethyl)sulfonyl]methyl]hydrocinnamate). Solvent: N1=CC=CC=C1 (pyridine). Yields the product C(C1=CC=CC=C1)(=O)OCC(C)(C)S(=O)(=O)CC(C(=O)OCC1=CC=CC=C1)CC1=CC=CC=C1 (benzyl rac-α-[[[2-(benzoyloxy)-l,1dimethylethyl]sulfonyl]methyl]hydrocinnamate). Reaction SMILES: [C:1](Cl)(=[O:8])[C:2]1[CH:7]=[CH:6][CH:5]=[CH:4][CH:3]=1.[OH:10][CH2:11][C:12]([S:15]([CH2:18][CH:19]([CH2:30][C:31]1[CH:36]=[CH:35][CH:34]=[CH:33][CH:32]=1)[C:20]([O:22][CH2:23][C:24]1[CH:29]=[CH:28][CH:27]=[CH:26][CH:25]=1)=[O:21])(=[O:17])=[O:16])([CH3:14])[CH3:13]>N1C=CC=CC=1>[C:1]([O:10][CH2:11][C:12]([S:15]([CH2:18][CH:19]([CH2:30][C:31]1[CH:32]=[CH:33][CH:34]=[CH:35][CH:36]=1)[C:20]([O:22][CH2:23][C:24]1[CH:25]=[CH:26][CH:27]=[CH:28][CH:29]=1)=[O:21])(=[O:17])=[O:16])([CH3:14])[CH3:13])(=[O:8])[C:2]1[CH:7]=[CH:6][CH:5]=[CH:4][CH:3]=1. Procedure details: In an analogous manner to that described in paragraph (d) above, by reacting benzoyl chloride with benzyl rac-α-[[(2-hydroxy-1,1-dimethylethyl)sulfonyl]methyl]hydrocinnamate in pyridine there was obtained benzyl rac-α-[[[2-(benzoyloxy)-l,1dimethylethyl]sulfonyl]methyl]hydrocinnamate as a colourless oil, MS: 403 (M-benzyl)+. The reactants are S(C=1C=CC=CC1)C. Reagents/catalysts: N=1C=CC(=CC1C=2N=CC=C(C2)C)C, O1B(OC(C)(C)C1(C)C)B2OC(C)(C)C(O2)(C)C, C[OH2+].C[OH2+].C1CC=CCCC=C1.C1CC=CCCC=C1.[Ir].[Ir]. Run in C=1C=C(C=CC1C)C. Reaction conditions: temperature 55 celsius, time 24 hour. Product: O1B(OC(C)(C)C1(C)C)C=2C=CC=CC2SC. Isolated yield 70.0%. Starting materials: BrC=1C(=C2CC[C@@H](N(C2=CC1)C(=O)OC)C)OC1=CC=C(C=C1)F (methyl (S)-6-bromo-5-(4-fluorophenoxy)-2-methyl-3,4-dihydroquinoline-1(2H)-carboxylate), CC1(OB(OC1(C)C)C=1C=NN(C1)C1CCN(CC1)C(=O)OC(C)(C)C)C (tert-butyl 4-(4-(4,4,5,5-tetramethyl-1,3,2-dioxaborolan-2-yl)-1H-pyrazol-1-yl)piperidine-1-carboxylate). Yields the product FC1=CC=C(OC2=C3CC[C@@H](N(C3=CC=C2C=2C=NN(C2)C2CCN(CC2)C)C(=O)OC)C)C=C1 (Methyl (S)-5-(4-fluorophenoxy)-2-methyl-6-(1-(1-methylpiperidin-4-yl)-1H-pyrazol-4-yl)-3,4-dihydroquinoline-1(2H)-carboxylate). As a reaction SMILES: Br[C:2]1[C:3]([O:17][C:18]2[CH:23]=[CH:22][C:21]([F:24])=[CH:20][CH:19]=2)=[C:4]2[C:9](=[CH:10][CH:11]=1)[N:8]([C:12]([O:14][CH3:15])=[O:13])[C@@H:7]([CH3:16])[CH2:6][CH2:5]2.CC1(C)C(C)(C)OB([C:33]2[CH:34]=[N:35][N:36]([CH:38]3[CH2:43][CH2:42][N:41]([C:44](OC(C)(C)C)=O)[CH2:40][CH2:39]3)[CH:37]=2)O1>>[F:24][C:21]1[CH:22]=[CH:23][C:18]([O:17][C:3]2[C:2]([C:33]3[CH:34]=[N:35][N:36]([CH:38]4[CH2:43][CH2:42][N:41]([CH3:44])[CH2:40][CH2:39]4)[CH:37]=3)=[CH:11][CH:10]=[C:9]3[C:4]=2[CH2:5][CH2:6][C@H:7]([CH3:16])[N:8]3[C:12]([O:14][CH3:15])=[O:13])=[CH:19][CH:20]=1. Procedure details: Methyl (S)-5-(4-fluorophenoxy)-2-methyl-6-(1-(1-methylpiperidin-4-yl)-1H-pyrazol-4-yl)-3,4-dihydroquinoline-1(2H)-carboxylate was synthesized from methyl (S)-6-bromo-5-(4-fluorophenoxy)-2-methyl-3,4-dihydroquinoline-1(2H)-carboxylate, and tert-butyl 4-(4-(4,4,5,5-tetramethyl-1,3,2-dioxaborolan-2-yl)-1H-pyrazol-1-yl)piperidine-1-carboxylate according to the procedure outlined above for Example 58. 1H NMR (300 MHz, CDCl3) δ ppm 0.74-1.01 (m, 1H), 1.14 (d, J=6.74 Hz, 3H), 1.47-1.82 (m, 2H), 1.99-2....